Dataset: the Open Reaction Database (ORD), a public repository of structured organic reaction records. Task: describe an organic reaction: reactants, conditions, products, and yield Reactants: O=C1CCC(=O)N1Br, C1CCOC1, OCCc1ccc(Cl)cc1, c1ccc(P(c2ccccc2)c2ccccc2)cc1. Product: Clc1ccc(CCBr)cc1. As a reaction SMILES: [Br:30][N:31]1[C:32](=[O:33])[CH2:34][CH2:35][C:36]1=[O:37].[CH2:38]1[O:39][CH2:40][CH2:41][CH2:42]1.[Cl:1][c:2]1[cH:3][cH:4][c:5]([CH2:6][CH2:7][OH:8])[cH:9][cH:10]1.[c:11]1([P:12]([c:13]2[cH:14][cH:15][cH:16][cH:17][cH:18]2)[c:19]2[cH:20][cH:21][cH:22][cH:23][cH:24]2)[cH:25][cH:26][cH:27][cH:28][cH:29]1>>[Cl:1][c:2]1[cH:3][cH:4][c:5]([CH2:6][CH2:7][Br:30])[cH:9][cH:10]1. Starting materials: COC(=O)C(CC(C)C)N1CC(Oc2cccc(CC(C)(C)O)c2)=CC1=O, [Li+], C1CCOC1, [OH-], O, O. Product: CC(C)CC(C(=O)O)N1CC(Oc2cccc(CC(C)(C)O)c2)=CC1=O. RXN SMILES: [CH3:1][O:2][C:3]([CH:4]([CH2:5][CH:6]([CH3:7])[CH3:8])[N:9]1[C:10](=[O:26])[CH:11]=[C:12]([O:14][c:15]2[cH:16][c:17]([CH2:21][C:22]([CH3:23])([CH3:24])[OH:25])[cH:18][cH:19][cH:20]2)[CH2:13]1)=[O:27].[Li+:30].[O:31]1[CH2:32][CH2:33][CH2:34][CH2:35]1.[OH-:29].[OH2:28].[OH2:36]>>[O:2]=[C:3]([CH:4]([CH2:5][CH:6]([CH3:7])[CH3:8])[N:9]1[C:10](=[O:26])[CH:11]=[C:12]([O:14][c:15]2[cH:16][c:17]([CH2:21][C:22]([CH3:23])([CH3:24])[OH:25])[cH:18][cH:19][cH:20]2)[CH2:13]1)[OH:27].